This data is from the Open Reaction Database (ORD), a public repository of structured organic reaction records. The task is: describe an organic reaction: reactants, conditions, products, and yield Starting materials: CC1(C)CO1 (isobutylene oxide), CC1(CCC2(OCCO2)CC1)O (8-methyl-1,4-dioxaspiro[4.5]decan-8-ol), [H-].[Na+] (sodium hydride). Run at time 1 hour. Run in O (water), CN(C=O)C (N,N-dimethylformamide), oil. Procedure details: To a solution of 8-methyl-1,4-dioxaspiro[4.5]decan-8-ol (4.01 g) in N,N-dimethylformamide (20 mL) was added 60% sodium hydride in oil (960 mg) under ice-cooling, and the mixture was stirred at room temperature for 1 hr. To this mixture was added isobutylene oxide (2.52 g), and the mixture was stirred at 90° C. for 15 hr. The reaction mixture was cooled to room temperature, and diluted with water, and the mixture was extracted with ethyl acetate. The extract was washed with saturated brine, and d... The yield is 31.8%. Reaction SMILES: [CH3:1][C:2]1([OH:12])[CH2:11][CH2:10][C:5]2([O:9][CH2:8][CH2:7][O:6]2)[CH2:4][CH2:3]1.[H-].[Na+].[CH3:15][C:16]1([O:19][CH2:18]1)[CH3:17]>CN(C)C=O.O>[CH3:15][C:16]([OH:19])([CH3:18])[CH2:17][O:12][C:2]1([CH3:1])[CH2:11][CH2:10][C:5]2([O:6][CH2:7][CH2:8][O:9]2)[CH2:4][CH2:3]1 |f:1.2|. Product: CC(COC1(CCC2(OCCO2)CC1)C)(C)O (2-methyl-1-[(8-methyl-1,4-dioxaspiro[4.5]dec-8-yl)oxy]propan-2-ol). Reactants: CC(C)([O-])C.[Na+] (sodium tert-butoxide), COC=1C=CC=C(C1C=2C=CC=CC2P(C3CCCCC3)C4CCCCC4)OC (S-Phos), BrC1=CC=C(C=C1)OC (1-bromo-4-methoxybenzene), C1(=CC=CC=C1)C1=CC=C(C2=CC=CC=C12)N (4-phenylnaphthalen-1-amine). The reagents and catalysts are C=1C=CC(=CC1)/C=C/C(=O)/C=C/C2=CC=CC=C2.C=1C=CC(=CC1)/C=C/C(=O)/C=C/C2=CC=CC=C2.C=1C=CC(=CC1)/C=C/C(=O)/C=C/C2=CC=CC=C2.[Pd].[Pd] (Pd2(dba)3). The solvent is O1CCOCC1 (dioxane), C(Cl)Cl (DCM). Conditions: temperature 100 celsius, time 2 hour. Yields the product COC1=CC=C(C=C1)NC1=CC=C(C2=CC=CC=C12)C1=CC=CC=C1 (N-(4-methoxyphenyl)-4-phenylnaphthalen-1-amine). Reaction SMILES: CC(C)([O-])C.[Na+].COC1C=CC=C(OC)C=1C1C=CC=CC=1P(C1CCCCC1)C1CCCCC1.Br[C:37]1[CH:42]=[CH:41][C:40]([O:43][CH3:44])=[CH:39][CH:38]=1.[C:45]1([C:51]2[C:60]3[C:55](=[CH:56][CH:57]=[CH:58][CH:59]=3)[C:54]([NH2:61])=[CH:53][CH:52]=2)[CH:50]=[CH:49][CH:48]=[CH:47][CH:46]=1>C(Cl)Cl.C1C=CC(/C=C/C(/C=C/C2C=CC=CC=2)=O)=CC=1.C1C=CC(/C=C/C(/C=C/C2C=CC=CC=2)=O)=CC=1.C1C=CC(/C=C/C(/C=C/C2C=CC=CC=2)=O)=CC=1.[Pd].[Pd].O1CCOCC1>[CH3:44][O:43][C:40]1[CH:41]=[CH:42][C:37]([NH:61][C:54]2[C:55]3[C:60](=[CH:59][CH:58]=[CH:57][CH:56]=3)[C:51]([C:45]3[CH:46]=[CH:47][CH:48]=[CH:49][CH:50]=3)=[CH:52][CH:53]=2)=[CH:38][CH:39]=1 |f:0.1,6.7.8.9.10|. Reported procedure: A pyrex reaction tube was charged with sodium tert-butoxide (239 mg, 2490 μmol), Pd2(dba)3(81.4 mg, 88.9 μmol), S-Phos (146 mg, 356 μmol), 1-bromo-4-methoxybenzene (333 mg, 1779 μmol), 4-phenylnaphthalen-1-amine (390 mg, 1779 μmol) and dioxane. The tube was sealed and the mixture was stirred at 100° C. for 2 h. LCMS showed complete conversion to product. The mixture was diluted with DCM and washed with water. The organic portion was dried, filtered and concentrated. The crude material was passed...